This data is from the Open Reaction Database (ORD), a public repository of structured organic reaction records. The task is: describe an organic reaction: reactants, conditions, products, and yield The reactants are CCOC(=O)c1cc2cccc(OCc3ccccc3)c2cc1O, CCO, ClCCN1CCCCC1, [Na], c1ccccc1. Yields the product CCOC(=O)c1cc2cccc(OCc3ccccc3)c2cc1OCCN1CCCCC1, Cl. RXN SMILES: [CH2:5]([c:6]1[cH:7][cH:8][cH:9][cH:10][cH:11]1)[O:12][c:13]1[c:14]2[cH:15][c:16]([OH:28])[c:17]([C:23](=[O:24])[O:25][CH2:26][CH3:27])[cH:18][c:19]2[cH:20][cH:21][cH:22]1.[CH3:2][CH2:3][OH:4].[N:29]1([CH2:35][CH2:36][Cl:37])[CH2:30][CH2:31][CH2:32][CH2:33][CH2:34]1.[Na:1].[cH:38]1[cH:39][cH:40][cH:41][cH:42][cH:43]1>>[CH2:5]([c:6]1[cH:7][cH:8][cH:9][cH:10][cH:11]1)[O:12][c:13]1[c:14]2[cH:15][c:16]([O:28][CH2:36][CH2:35][N:29]3[CH2:30][CH2:31][CH2:32][CH2:33][CH2:34]3)[c:17]([C:23](=[O:24])[O:25][CH2:26][CH3:27])[cH:18][c:19]2[cH:20][cH:21][cH:22]1.[ClH:37]. Reagents/catalysts: [Fe] (iron). Reported procedure: A solution of 1.0 g (5.02 mmol) of 4-chloro-7-nitrobenzofurazan in 20 mL AcOH, 10 mL EtOAc and 2 mL H2O was heated at 50° C. and treated with iron powder (1.4 g, 251 mmol). The mixture was heated at 80° C. for 30 min and then allowed to cool to rt. The mixture was filtered through Celite eluting with EtOAc. The filtrate was washed with sat. aq. NaHCO3, dried over MgSO4, and concentrated under reduced pressure to give compound 258A (0.80 g, 94%) as a red solid. Run in CC(=O)O (AcOH), CCOC(=O)C (EtOAc), O (H2O). Reaction SMILES: [Cl:1][C:2]1[C:7]2=[N:8][O:9][N:10]=[C:6]2[C:5]([N+:11]([O-])=O)=[CH:4][CH:3]=1>CC(O)=O.CCOC(C)=O.O.[Fe]>[NH2:11][C:5]1[C:6]2[C:7](=[N:8][O:9][N:10]=2)[C:2]([Cl:1])=[CH:3][CH:4]=1. Product: NC1=CC=C(C2=NON=C21)Cl (4-Amino-7-chloro-2,1,3-benzoxadiazole). Starting materials: ClC1=CC=C(C=2C1=NON2)[N+](=O)[O-] (4-chloro-7-nitrobenzofurazan). The yield is 94.0%. Conditions: temperature 80 celsius. The reactants are ClC(=O)N1C2=C(NC(C3=C1C=CC=C3)=O)C=CC=N2 (11-(chlorocarbonyl)-5,11-dihydro-6H-pyrido[2,3-b][1,4]benzodiazepin-6-one), N1(CCCCC1)CC1CN(CC1)CCN (2-[3-[(piperidin-1-yl)methyl]-pyrrolidin-1-yl]ethanamine). The solvent is C(C)#N (acetonitrile). The product is N1(CCCCC1)CC1CN(CC1)CCNC(=O)N1C2=C(NC(C3=C1C=CC=C3)=O)C=CC=N2 (5,11-Dihydro-11-[[[2-[3-[(piperidin-1-yl)methyl]-pyrrolidin-1-yl]ethyl]amino]carbonyl]-6H-pyrido[2,3-b][1,4]benzodiazepin-6-one). The yield is 39.0%. Reaction SMILES: Cl[C:2]([N:4]1[C:10]2[CH:11]=[CH:12][CH:13]=[CH:14][C:9]=2[C:8](=[O:15])[NH:7][C:6]2[CH:16]=[CH:17][CH:18]=[N:19][C:5]1=2)=[O:3].[N:20]1([CH2:26][CH:27]2[CH2:31][CH2:30][N:29]([CH2:32][CH2:33][NH2:34])[CH2:28]2)[CH2:25][CH2:24][CH2:23][CH2:22][CH2:21]1>C(#N)C>[N:20]1([CH2:26][CH:27]2[CH2:31][CH2:30][N:29]([CH2:32][CH2:33][NH:34][C:2]([N:4]3[C:10]4[CH:11]=[CH:12][CH:13]=[CH:14][C:9]=4[C:8](=[O:15])[NH:7][C:6]4[CH:16]=[CH:17][CH:18]=[N:19][C:5]3=4)=[O:3])[CH2:28]2)[CH2:25][CH2:24][CH2:23][CH2:22][CH2:21]1. Procedure: Prepared analogously to Example 2 from 11-(chlorocarbonyl)-5,11-dihydro-6H-pyrido[2,3-b][1,4]benzodiazepin-6-one and 2-[3-[(piperidin-1-yl)methyl]-pyrrolidin-1-yl]ethanamine in a yield of 39% of theory. Colourless crystals, m.p. 168°-169° C. (acetonitrile). Starting materials: CCOC=C(C(=O)OCC)C(=O)OCC, CCO, Nc1ccccc1[N+](=O)[O-]. Yields the product CCOC(=O)C(=CNc1ccccc1[N+](=O)[O-])C(=O)OCC. As a reaction SMILES: [CH2:11]([O:12][CH:14]=[C:15]([C:16](=[O:17])[O:18][CH2:19][CH3:20])[C:21](=[O:22])[O:23][CH2:24][CH3:25])[CH3:13].[CH3:26][CH2:27][OH:28].[N+:1](=[O:2])([O-:3])[c:4]1[c:5]([NH2:6])[cH:7][cH:8][cH:9][cH:10]1>>[N+:1](=[O:2])([O-:3])[c:4]1[c:5]([NH:6][CH:14]=[C:15]([C:16](=[O:17])[O:18][CH2:19][CH3:20])[C:21](=[O:22])[O:23][CH2:24][CH3:25])[cH:7][cH:8][cH:9][cH:10]1. Reactants: C(=O)(C(F)(F)F)O (TFA), C(C)(C)(C)OC(=O)N1C[C@@H]([C@H](CC1)N1C(=NC=2C=NC=3C=C(C(=CC3C21)C2=C(C=C(C=C2)OC2=NC=CC=N2)Cl)F)C)F ((3S,4S)-tert-butyl-4-(8-(2-chloro-4-(pyrimidin-2-yloxy)phenyl)-7-fluoro-2-methyl-1H-imidazo[4,5-c]quinolin-1-yl)-3-fluoropiperidine-1-carboxylate), CO.C(Cl)Cl (MeOH DCM). The solvent is C(Cl)Cl (DCM). Conditions: time 3 hour. Product: C(=O)(C(F)(F)F)O (TFA), ClC1=C(C=CC(=C1)OC1=NC=CC=N1)C1=CC=2C3=C(C=NC2C=C1F)N=C(N3[C@@H]3[C@H](CNCC3)F)C (8-(2-chloro-4-(pyrimidin-2-yloxy)phenyl)-7-fluoro-1-((3S,4S)-3-fluoropiperidin-4-yl)-2-methyl-1H-imidazo[4,5-c]quinoline). RXN SMILES: [C:1]([OH:7])([C:3]([F:6])([F:5])[F:4])=[O:2].C(OC([N:15]1[CH2:20][CH2:19][C@H:18]([N:21]2[C:33]3[C:32]4[CH:31]=[C:30]([C:34]5[CH:39]=[CH:38][C:37]([O:40][C:41]6[N:46]=[CH:45][CH:44]=[CH:43][N:42]=6)=[CH:36][C:35]=5[Cl:47])[C:29]([F:48])=[CH:28][C:27]=4[N:26]=[CH:25][C:24]=3[N:23]=[C:22]2[CH3:49])[C@@H:17]([F:50])[CH2:16]1)=O)(C)(C)C.CO.C(Cl)Cl>C(Cl)Cl>[C:1]([OH:7])([C:3]([F:6])([F:5])[F:4])=[O:2].[Cl:47][C:35]1[CH:36]=[C:37]([O:40][C:41]2[N:46]=[CH:45][CH:44]=[CH:43][N:42]=2)[CH:38]=[CH:39][C:34]=1[C:30]1[C:29]([F:48])=[CH:28][C:27]2[N:26]=[CH:25][C:24]3[N:23]=[C:22]([CH3:49])[N:21]([C@H:18]4[CH2:19][CH2:20][NH:15][CH2:16][C@@H:17]4[F:50])[C:33]=3[C:32]=2[CH:31]=1 |f:2.3|. Reported procedure: TFA (20 ml) was added drop wise to a solution of (3S,4S)-tert-butyl-4-(8-(2-chloro-4-(pyrimidin-2-yloxy)phenyl)-7-fluoro-2-methyl-1H-imidazo[4,5-c]quinolin-1-yl)-3-fluoropiperidine-1-carboxylate (10 g, 0.0164 mol) in dry DCM (150 mL) at 0° C. under N2 atmosphere. After addition completed, the reaction mixture allowed to RT and stirred for 3 h. The reaction was monitored by TLC (5% MeOH/DCM), after completion of reaction by TLC, the volatiles were concentrated under vacuum. The obtained residue w... Starting materials: CN (methylamine), C(C)(C)(C)OC(=O)N[C@@H](CC1CCCCC1)[C@@H]1C[C@H](C(O1)=O)C ((3R, 5S)-5-[(1S)-1-(t-butoxycarbonyl)amino-2-cyclohexylethyl]-3-methyldihydrofuran-2(3H)-one). The solvent is CO (methanol). Reaction conditions: time 3 hour. The product is C(C)(C)(C)OC(=O)N[C@H]([C@H](C[C@H](C(=O)NC)C)O)CC1CCCCC1 ((2R, 4S, 5S)-5-(t-Butoxycarbonyl)amino-6-cyclohexyl-4-hydroxy-2,N-dimethylhexanamide). RXN SMILES: [CH3:1][NH2:2].[C:3]([O:7][C:8]([NH:10][C@H:11]([C@H:19]1[O:23][C:22](=[O:24])[C@H:21]([CH3:25])[CH2:20]1)[CH2:12][CH:13]1[CH2:18][CH2:17][CH2:16][CH2:15][CH2:14]1)=[O:9])([CH3:6])([CH3:5])[CH3:4]>CO>[C:3]([O:7][C:8]([NH:10][C@@H:11]([CH2:12][CH:13]1[CH2:18][CH2:17][CH2:16][CH2:15][CH2:14]1)[C@@H:19]([OH:23])[CH2:20][C@@H:21]([CH3:25])[C:22]([NH:2][CH3:1])=[O:24])=[O:9])([CH3:6])([CH3:5])[CH3:4]. Procedure: Gaseous methylamine was introduced into a solution of 0.2 g (0.615 mole) of (3R, 5S)-5-[(1S)-1-(t-butoxycarbonyl)amino-2-cyclohexylethyl]-3-methyldihydrofuran-2(3H)-one (prepared as described in Preparation 2) in 6 ml of methanol for 3 minutes, after which the mixture was allowed to stand for 3 hours. The reaction mixture was then concentrated by distillation under reduced pressure, and the resulting residue was triturated with hexane to afford 0.23 g of the title compound as white crystals, mel... Starting materials: BrCCCCCCCBr, O=C([O-])[O-], CN(C)C=O, [K+], [K+], Oc1ccccc1. The product is BrCCCCCCCOc1ccccc1. Reaction SMILES: [Br:8][CH2:9][CH2:10][CH2:11][CH2:12][CH2:13][CH2:14][CH2:15][Br:16].[C:17](=[O:18])([O-:19])[O-:20].[CH3:23][N:24]([CH3:25])[CH:26]=[O:27].[K+:21].[K+:22].[OH:1][c:2]1[cH:3][cH:4][cH:5][cH:6][cH:7]1>>[O:1]([c:2]1[cH:3][cH:4][cH:5][cH:6][cH:7]1)[CH2:15][CH2:14][CH2:13][CH2:12][CH2:11][CH2:10][CH2:9][Br:8]. Reactants: CCCCOC(=O)C=Cc1csc(CN2C(=O)CCC2CO[Si](C)(C)C(C)(C)C)n1, CCCCO, Cl. Yields the product CCCCOC(=O)C=Cc1csc(CN2C(=O)CCC2CO)n1. RXN SMILES: [C:1]([Si:2]([CH3:3])([CH3:4])[O:6][CH2:7][CH:8]1[N:9]([CH2:14][c:15]2[s:16][cH:17][c:18]([CH:20]=[CH:21][C:22](=[O:23])[O:24][CH2:25][CH2:26][CH2:27][CH3:28])[n:19]2)[C:10](=[O:13])[CH2:11][CH2:12]1)([CH3:5])([CH3:29])[CH3:30].[CH2:32]([OH:33])[CH2:34][CH2:35][CH3:36].[ClH:31]>>[OH:6][CH2:7][CH:8]1[N:9]([CH2:14][c:15]2[s:16][cH:17][c:18]([CH:20]=[CH:21][C:22](=[O:23])[O:24][CH2:25][CH2:26][CH2:27][CH3:28])[n:19]2)[C:10](=[O:13])[CH2:11][CH2:12]1. The reactants are O1CCN(CC1)CCCN1C(CCC1C1=CC=C(C=C1)CCCCOS(=O)(=O)C1=CC=C(C=C1)C)=O (N-(3-morpholinopropyl)-5-[4-(4-(p-toluenesulfonyloxy)butyl)phenyl]pyrrolidin-2-one), FC(C=1C=C(C=CC1)N1CCNCC1)(F)F (1-(3-trifluoromethylphenyl)piperazine). The product is O1CCN(CC1)CCCN1C(CCC1C1=CC=C(C=C1)CCCCN1CCN(CC1)C1=CC(=CC=C1)C(F)(F)F)=O (N-(3-morpholinopropyl)-5-[4-(4-(4-(3-trifluoromethylphenyl)piperazin-1-yl)butyl)phenyl]pyrrolidin-2-one). As a reaction SMILES: [O:1]1[CH2:6][CH2:5][N:4]([CH2:7][CH2:8][CH2:9][N:10]2[CH:14]([C:15]3[CH:20]=[CH:19][C:18]([CH2:21][CH2:22][CH2:23][CH2:24]OS(C4C=CC(C)=CC=4)(=O)=O)=[CH:17][CH:16]=3)[CH2:13][CH2:12][C:11]2=[O:36])[CH2:3][CH2:2]1.[F:37][C:38]([F:52])([F:51])[C:39]1[CH:40]=[C:41]([N:45]2[CH2:50][CH2:49][NH:48][CH2:47][CH2:46]2)[CH:42]=[CH:43][CH:44]=1>>[O:1]1[CH2:2][CH2:3][N:4]([CH2:7][CH2:8][CH2:9][N:10]2[CH:14]([C:15]3[CH:20]=[CH:19][C:18]([CH2:21][CH2:22][CH2:23][CH2:24][N:48]4[CH2:47][CH2:46][N:45]([C:41]5[CH:42]=[CH:43][CH:44]=[C:39]([C:38]([F:51])([F:52])[F:37])[CH:40]=5)[CH2:50][CH2:49]4)=[CH:17][CH:16]=3)[CH2:13][CH2:12][C:11]2=[O:36])[CH2:5][CH2:6]1. Reported procedure: N-(3-morpholinopropyl)-5-[4-(4-(p-toluenesulfonyloxy)butyl)phenyl]pyrrolidin-2-one and 1-(3-trifluoromethylphenyl)piperazine are reacted together to give N-(3-morpholinopropyl)-5-[4-(4-(4-(3-trifluoromethylphenyl)piperazin-1-yl)butyl)phenyl]pyrrolidin-2-one.